Dataset: the Open Reaction Database (ORD), a public repository of structured organic reaction records. Task: describe an organic reaction: reactants, conditions, products, and yield Starting materials: O=C([O-])[O-], CCOC(OCC)c1cccc(C2c3n[nH]c(=O)c4cccc(c34)NC2c2ccccc2)c1, Cl, [K+], [K+]. Product: O=Cc1cccc(C2c3n[nH]c(=O)c4cccc(c34)NC2c2ccccc2)c1. RXN SMILES: [C:34](=[O:35])([O-:36])[O-:37].[CH2:1]([O:3][CH:4]([O:2][CH2:31][CH3:32])[c:5]1[cH:6][c:7]([CH:11]2[CH:12]([c:25]3[cH:26][cH:27][cH:28][cH:29][cH:30]3)[NH:13][c:14]3[c:15]4[c:16]2[n:17][nH:18][c:19](=[O:24])[c:20]4[cH:21][cH:22][cH:23]3)[cH:8][cH:9][cH:10]1)[CH3:33].[ClH:40].[K+:38].[K+:39]>>[O:3]=[CH:4][c:5]1[cH:6][c:7]([CH:11]2[CH:12]([c:25]3[cH:26][cH:27][cH:28][cH:29][cH:30]3)[NH:13][c:14]3[c:15]4[c:16]2[n:17][nH:18][c:19](=[O:24])[c:20]4[cH:21][cH:22][cH:23]3)[cH:8][cH:9][cH:10]1. Reactants: CC#N, O=C(Cl)c1c(F)cccc1C(F)(F)F, CCOC(=O)c1c(N)sc2c1C1CCC(C2)O1, c1ccncc1. The product is CCOC(=O)c1c(NC(=O)c2c(F)cccc2C(F)(F)F)sc2c1C1CCC(C2)O1. Reaction SMILES: [CH3:38][C:39]#[N:40].[F:24][c:25]1[c:26]([C:27](=[O:28])[Cl:29])[c:30]([C:34]([F:35])([F:36])[F:37])[cH:31][cH:32][cH:33]1.[NH2:1][c:2]1[c:3]([C:13](=[O:14])[O:15][CH2:16][CH3:17])[c:4]2[c:5]([s:6]1)[CH2:7][CH:8]1[CH2:9][CH2:10][CH:11]2[O:12]1.[cH:18]1[cH:19][cH:20][n:21][cH:22][cH:23]1>>[NH:1]([c:2]1[c:3]([C:13](=[O:14])[O:15][CH2:16][CH3:17])[c:4]2[c:5]([s:6]1)[CH2:7][CH:8]1[CH2:9][CH2:10][CH:11]2[O:12]1)[C:27]([c:26]1[c:25]([F:24])[cH:33][cH:32][cH:31][c:30]1[C:34]([F:35])([F:36])[F:37])=[O:28]. Starting materials: O1CCCC2=CN=CC=C12 (6-azachroman), C(C)OCC (ethyl ether). Yields the product CC1=C2CCCOC2=CC=N1 (5-Methyl-6-azachroman). As a reaction SMILES: [O:1]1[C:10]2[C:5](=[CH:6][N:7]=[CH:8][CH:9]=2)[CH2:4][CH2:3][CH2:2]1.[CH2:11](OCC)C>>[CH3:11][C:6]1[N:7]=[CH:8][CH:9]=[C:10]2[C:5]=1[CH2:4][CH2:3][CH2:2][O:1]2. Procedure: To 2.45 g (18.15 mmol) of 6-azachroman (prepared as described in Sliwa, et al., J. Het. Chem. 12:809 (1975)) in 25 ml of ethyl ether is added 61 ml of 1.5 M methyllithium-lithium bromide complex. The mixture is heated at reflux for 17 hours and worked up as described above to yield 0.800 g of the titled compound. High resolution mass spectrum: Calcd. for C9H11NO: 149.0841; Found: 149.0834. Reactants: CC(=O)C(C)(C)C, CCCCCC, COC(=O)c1ccc(OC)c(OC)c1, Cl, [H-], [Na+], C1CCOC1. The product is COc1ccc(C(=O)CC(=O)C(C)(C)C)cc1OC. RXN SMILES: [CH3:17][C:18]([C:19]([CH3:20])([CH3:21])[CH3:22])=[O:23].[CH3:25][CH2:26][CH2:27][CH2:28][CH2:29][CH3:30].[CH3:3][O:4][c:5]1[cH:6][c:7]([C:8]([O:10][CH3:9])=[O:11])[cH:12][cH:13][c:14]1[O:15][CH3:16].[ClH:24].[H-:1].[Na+:2].[O:31]1[CH2:32][CH2:33][CH2:34][CH2:35]1>>[CH3:3][O:4][c:5]1[cH:6][c:7]([C:8](=[O:10])[CH2:17][C:18]([C:19]([CH3:20])([CH3:21])[CH3:22])=[O:23])[cH:12][cH:13][c:14]1[O:15][CH3:16]. As a reaction SMILES: [C:1](OCC)(=O)[CH2:2][C:3](OCC)=O.[OH-].[Na+].[N+:14]([C:17]1[CH:18]=CC(Cl)=[N:21][CH:22]=1)([O-:16])=[O:15].Cl>CN(C)C=O>[N+:14]([C:17]1[CH:18]=[CH:3][C:2]([CH3:1])=[N:21][CH:22]=1)([O-:16])=[O:15] |f:1.2|. Run in CN(C=O)C (dimethylformamide), CN(C=O)C (dimethylformamide). Procedure: 206 g (1.29 mol) of diethyl malonate are added to 600 ml of dimethylformamide, and 51.2 g (1.28 mol) of freshly powdered NaOH are introduced, with cooling. The mixture is subsequently stirred after 15 minutes and a solution of 94.8 g (0.6 mol) of 5-nitro-2-chloropyridine in 600 ml of dimethylformamide is then added dropwise at room temperature. The deep red solution formed is stirred until the reaction is complete, 36% strength HCl is then added dropwise until the color changes to orange and the... Reaction conditions: time 15 minute. The product is [N+](=O)([O-])C=1C=CC(=NC1)C (5-Nitro-2-picoline). The reactants are Cl (HCl), [N+](=O)([O-])C=1C=CC(=NC1)Cl (5-nitro-2-chloropyridine), C(CC(=O)OCC)(=O)OCC (diethyl malonate), [OH-].[Na+] (NaOH). As a reaction SMILES: [ClH:1].[NH3:17].[S:2]1[C:3](=[C:11]([C:12]([O-:13])=[NH:14])[C:15]#[N:16])[NH:4][c:5]2[c:6]1[cH:7][cH:8][cH:9][cH:10]2>>[S:2]1[C:3](=[C:11]([C:12](=[NH:14])[NH2:17])[C:15]#[N:16])[NH:4][c:5]2[c:6]1[cH:7][cH:8][cH:9][cH:10]2. Yields the product N#CC(C(=N)N)=C1Nc2ccccc2S1. Starting materials: Cl, N, N#CC(C(=N)[O-])=C1Nc2ccccc2S1.